From a dataset of the Open Reaction Database (ORD), a public repository of structured organic reaction records. describe an organic reaction: reactants, conditions, products, and yield Reactants: C[C@@]12CC[C@H]3C(=O)O[C@@H](C[C@@]3([C@H]1C(=O)[C@H](C[C@H]2C(=O)OC)O)C)C=4C=COC4 (Salvinorin B), C1(CCC(=O)O1)=O (succinic anhydride), C1CCC2=NCCCN2CC1 (DBU). Procedure details: To Salvinorin B (190 mg, 0.487 mmol) and succinic anhydride (112 mg, 2.5 eq) suspended in dichloromethane (5 ml) at 0° C. was added DBU (218 pl, 3 eq) dropwise. The mixture was stirred at 0° C. for 15 mins, washed with 3% citric acid (5 ml), saturated NaHCO3 solution (5 ml) and brine (5 ml). The mixture was dried over sodium sulfate, filtered and evaporated to dryness. The crude residue was purified by column chromatography (silica gel: CH2Cl2 to 5% MeOH in CH2Cl2) to give salvinorin hemisuccina... The solvent is ClCCl (dichloromethane). Run at temperature 0 celsius, time 15 minute. RXN SMILES: [CH3:1][C@:2]12[C@H:17]([C:18]([O:20][CH3:21])=[O:19])[CH2:16][C@H:15]([OH:22])[C:13](=[O:14])[C@@H:12]1[C@:11]1([CH3:23])[C@H:5]([C:6]([O:8][C@H:9]([C:24]3[CH:25]=[CH:26][O:27][CH:28]=3)[CH2:10]1)=[O:7])[CH2:4][CH2:3]2.C1(=O)O[C:32](=[O:33])[CH2:31]C1.C1CCN2C(=NCCC2)CC1>ClCCl>[CH3:31][C:32]([O:22][C@@H:15]1[C:13](=[O:14])[C@H:12]2[C@@:2]([CH3:1])([CH2:3][CH2:4][C@@H:5]3[C@:11]2([CH3:23])[CH2:10][C@@H:9]([C:24]2[CH:25]=[CH:26][O:27][CH:28]=2)[O:8][C:6]3=[O:7])[C@H:17]([C:18]([O:20][CH3:21])=[O:19])[CH2:16]1)=[O:33]. Yields the product CC(=O)O[C@H]1C[C@H]([C@@]2(CC[C@H]3C(=O)O[C@@H](C[C@@]3([C@H]2C1=O)C)C4=COC=C4)C)C(=O)OC (salvinorin). The reactants are CC(=O)O, CO, CCC=O, O=Cc1cc([N+](=O)[O-])ccc1Cl, [Na+], [OH-], O. Yields the product CC(C=O)=Cc1cc([N+](=O)[O-])ccc1Cl. As a reaction SMILES: [CH3:19][C:20](=[O:21])[OH:22].[CH3:24][OH:25].[CH:15]([CH2:16][CH3:17])=[O:18].[Cl:3][c:4]1[c:5]([CH:6]=[O:7])[cH:8][c:9]([N+:12](=[O:13])[O-:14])[cH:10][cH:11]1.[Na+:2].[OH-:1].[OH2:23]>>[Cl:3][c:4]1[c:5]([CH:6]=[C:16]([CH:15]=[O:18])[CH3:17])[cH:8][c:9]([N+:12](=[O:13])[O-:14])[cH:10][cH:11]1. Starting materials: FC=1C=C(C=CC1)C1N(C[C@@H](C1)O)C(=O)OC(C)(C)C ((4R)-tert-butyl 2-(3-fluorophenyl)-4-hydroxypyrrolidine-1-carboxylate), CCN(CC)S(F)(F)F (DAST), C(=O)(O)[O-].[Na+] (NaHCO3). Solvent: C(Cl)Cl (DCM). Run at temperature -78 celsius, time 2 hour. Yields the product F[C@H]1C[C@@H](N(C1)C(=O)OC(C)(C)C)C1=CC(=CC=C1)F ((2R,4S)-tert-butyl 4-fluoro-2-(3-fluorophenyl)pyrrolidine-1-carboxylate), F[C@H]1C[C@H](N(C1)C(=O)OC(C)(C)C)C1=CC(=CC=C1)F ((2S,4S)-tert-butyl 4-fluoro-2-(3-fluorophenyl)pyrrolidine-1-carboxylate). RXN SMILES: [F:1][C:2]1[CH:3]=[C:4]([CH:8]2[CH2:12][C@@H:11](O)[CH2:10][N:9]2[C:14]([O:16][C:17]([CH3:20])([CH3:19])[CH3:18])=[O:15])[CH:5]=[CH:6][CH:7]=1.CCN(S(F)(F)[F:27])CC.C([O-])(O)=O.[Na+]>C(Cl)Cl>[F:27][C@@H:11]1[CH2:10][N:9]([C:14]([O:16][C:17]([CH3:20])([CH3:19])[CH3:18])=[O:15])[C@@H:8]([C:4]2[CH:5]=[CH:6][CH:7]=[C:2]([F:1])[CH:3]=2)[CH2:12]1.[F:27][C@@H:11]1[CH2:10][N:9]([C:14]([O:16][C:17]([CH3:20])([CH3:19])[CH3:18])=[O:15])[C@H:8]([C:4]2[CH:5]=[CH:6][CH:7]=[C:2]([F:1])[CH:3]=2)[CH2:12]1 |f:2.3|. Procedure details: To a solution of (4R)-tert-butyl 2-(3-fluorophenyl)-4-hydroxypyrrolidine-1-carboxylate (I-4) (2.7 g, 9.6 mmol) in DCM (25 mL) in a plastic bottle at −78° C. was added DAST (2.5 mL, 19.2 mmol). The mixture was stirred at −78° C. for 2 hours and then was warmed slowly to room temperature overnight. The mixture was added drop wise to aqueous NaHCO3 at 0° C. and was extracted with DCM. The organic layers were combined, washed with brine, dried over sodium sulfate, filtered and concentrated. The two ... Procedure details: To a mixture of ethyl (S)-4-chloro-3-hydroxybutyrate (1 93 g, 1.16 mol, optical purity:98.5% ee) and N,N-dimethylformamide (1.4 Lit.) is added sodium azide (151 g, 2.32 mol) and the mixture was stirred at 100°-110° C. for 2 hours. After cooling N,N-dimethylformamide was distilled off and to the residue was added water (1 Lit.). The mixture was extracted with ethyl acetate and the extract was dried over magnesium sulfate. By distillation off ethyl acetate under vacuo, there is obtained ethyl (S)-... The product is N(=[N+]=[N-])C[C@H](CC(=O)OCC)O (ethyl (S)-4-azido-3-hydroxybutyrate). Starting materials: [N-]=[N+]=[N-].[Na+] (sodium azide), ClC[C@H](CC(=O)OCC)O (ethyl (S)-4-chloro-3-hydroxybutyrate). Conditions: time 2 hour. Solvent: CN(C=O)C (N,N-dimethylformamide), CN(C=O)C (N,N-dimethylformamide). Reaction SMILES: Cl[CH2:2][C@@H:3]([OH:10])[CH2:4][C:5]([O:7][CH2:8][CH3:9])=[O:6].[N-:11]=[N+:12]=[N-:13].[Na+]>CN(C)C=O>[N:11]([CH2:2][C@@H:3]([OH:10])[CH2:4][C:5]([O:7][CH2:8][CH3:9])=[O:6])=[N+:12]=[N-:13] |f:1.2|.